Dataset: the Open Reaction Database (ORD), a public repository of structured organic reaction records. Task: describe an organic reaction: reactants, conditions, products, and yield Reactants: C(CCCCCCCCCCC)OCC(CN1C=NC=C1)O (1-[3'-(n-dodecyloxy)-2'-hydroxypropyl]imidazole), S(=O)(Cl)Cl (Thionyl chloride). Product: ClC(CN1C=NC=C1)COCCCCCCCCCCCC (1-[2'-chloro-3'-(n-dodecyloxy)propyl]imidazole). RXN SMILES: [CH2:1]([O:13][CH2:14][CH:15](O)[CH2:16][N:17]1[CH:21]=[CH:20][N:19]=[CH:18]1)[CH2:2][CH2:3][CH2:4][CH2:5][CH2:6][CH2:7][CH2:8][CH2:9][CH2:10][CH2:11][CH3:12].S(Cl)([Cl:25])=O>>[Cl:25][CH:15]([CH2:14][O:13][CH2:1][CH2:2][CH2:3][CH2:4][CH2:5][CH2:6][CH2:7][CH2:8][CH2:9][CH2:10][CH2:11][CH3:12])[CH2:16][N:17]1[CH:21]=[CH:20][N:19]=[CH:18]1. Procedure details: Thionyl chloride (10 ml.) and 1.55 g. of 1-[3'-(n-dodecyloxy)-2'-hydroxypropyl]imidazole are warmed gently for a period of 2 hours and the solution is then evaporated to dryness. The residue is dissolved in 100 ml. of dichloromethane and rendered basic with aqueous potassium carbonate solution. The organic layer is separated, dried over magnesium sulfate and evaporated to yield 1-[2'-chloro-3'-(n-dodecyloxy)propyl]imidazole. The reactants are C=CCCCCCCCCCC (dodecene), C=CCCCCCCCCCC (1-dodecene), C=CCCCCCCCCCC (dodecene), C=CCCCCCCCCCC (1-dodecene), zeolite, zeolite, C(CO)O (monoethylene glycol). Conditions: time 3 hour. Yields the product C(C)(CCCCCCCCCC)O (secondary dodecanol). Isolated yield 17.3%. As a reaction SMILES: [CH2:1]=[CH:2][CH2:3][CH2:4][CH2:5][CH2:6][CH2:7][CH2:8][CH2:9][CH2:10][CH2:11][CH3:12].C(O)C[OH:15]>>[CH:2]([OH:15])([CH2:3][CH2:4][CH2:5][CH2:6][CH2:7][CH2:8][CH2:9][CH2:10][CH2:11][CH3:12])[CH3:1]. Procedure: A reaction vessel of glass, 3000 ml in inner volume, provided with stirring vanes and a reflux condenser was charged with 810 g (4.82 mols) of a dodecene-isomer mixture (composed of 25 mol % of 1-dodecene and 75 mol % of inner dodecene) obtained by causing 1-dodecene to react in the liquid phase with 5% by weight of a BEA type zeolite (produced by PQ Corp. and marketed under trademark designation of "VALFOR CP 811 BL-25") at 150° C. for 10 hours, 900 g (14.52 mols) of monoethylene glycol, and 10... The reactants are C([O-])([O-])=O.[K+].[K+] (Potassium carbonate), [N+](=O)([O-])C=1C=C2C(=NC1)N(C(=C2)C(C)=O)S(=O)(=O)C2=CC=CC=C2 (1-(5-nitro-1-(phenylsulfonyl)-1H-pyrrolo[2,3-b]pyridin-2-yl)ethanone), C(C)(=O)OCC (ethyl acetate). The solvent is CO (methanol), O (water), O (water). Reaction conditions: temperature 40 celsius. Yields the product [N+](=O)([O-])C=1C=C2C(=NC1)NC(=C2)C(C)=O (1-(5-nitro-1H-pyrrolo[2,3-b]pyridin-2-yl)ethanone). Yield: 100.8%. As a reaction SMILES: C(=O)([O-])[O-].[K+].[K+].[N+:7]([C:10]1[CH:11]=[C:12]2[CH:18]=[C:17]([C:19](=[O:21])[CH3:20])[N:16](S(C3C=CC=CC=3)(=O)=O)[C:13]2=[N:14][CH:15]=1)([O-:9])=[O:8].C(OCC)(=O)C>CO.O>[N+:7]([C:10]1[CH:11]=[C:12]2[CH:18]=[C:17]([C:19](=[O:21])[CH3:20])[NH:16][C:13]2=[N:14][CH:15]=1)([O-:9])=[O:8] |f:0.1.2|. Procedure details: Potassium carbonate (1.20 g, 8.69 mmol) was added to a solution of 1-(5-nitro-1-(phenylsulfonyl)-1H-pyrrolo[2,3-b]pyridin-2-yl)ethanone (0.50 g, 1.45 mmol) in methanol (13 mL) and water (4.3 mL). The reaction mixture was heated at 40° C. for 30 minutes. The reaction mixture was then cooled down and treated with water and ethyl acetate. The layers were then separated. The organic layers were washed twice with water, dried over sodium sulfate, filtered, and evaporated to afford 1-(5-nitro-1H-pyrro... Starting materials: C(C)OC(CC=1N=C2SC(=NN2C1)C)=O ((2-methyl-imidazo[2,1-b][1,3,4]thiadiazol-6-yl)acetic acid ethyl ester), [OH-].[Na+] (NaOH). Solvent: CCO (EtOH). Conditions: time 1 hour. The product is CC1=NN2C(S1)=NC(=C2)CC(=O)O (2-(2-Methylimidazo[2,1-b][1,3,4]thiadiazol-6-yl)acetic acid). The yield is 48.5%. Reaction SMILES: C([O:3][C:4](=[O:15])[CH2:5][C:6]1[N:7]=[C:8]2[N:12]([CH:13]=1)[N:11]=[C:10]([CH3:14])[S:9]2)C.[OH-].[Na+]>CCO>[CH3:14][C:10]1[S:9][C:8]2=[N:7][C:6]([CH2:5][C:4]([OH:15])=[O:3])=[CH:13][N:12]2[N:11]=1 |f:1.2|. Procedure: To (2-methyl-imidazo[2,1-b][1,3,4]thiadiazol-6-yl)acetic acid ethyl ester (4.0 g, 17.76 mmol) in 30 mL EtOH was added aqueous NaOH (1M, 19.5 mL) and the mixture was stirred at room temperature for 1 hour or until LC-MS showed complete consumption of starting material. To the mixture was added Amberlyst 15 (wet) ion-exchange resin (Aldrich) until the pH reached 5. The resin was removed by filtration and the filtrate was concentrated to obtain 1.7 g (50%) of the title compound (SM-1ae). Further pu...